From a dataset of the Open Reaction Database (ORD), a public repository of structured organic reaction records. describe an organic reaction: reactants, conditions, products, and yield Solvent: C(Cl)Cl (CH2Cl2). RXN SMILES: C(OC(=O)[NH:7][C:8]1[CH:13]=[CH:12][C:11]([C:14]2[CH:19]=[CH:18][C:17]([F:20])=[CH:16][CH:15]=2)=[CH:10][C:9]=1[NH:21][C:22](=[O:37])[CH2:23][C:24]([C:26]1[N:27]=[C:28]([N:31]2[CH:35]=[C:34]([CH3:36])[N:33]=[CH:32]2)[S:29][CH:30]=1)=O)(C)(C)C.C(O)(C(F)(F)F)=O>C(Cl)Cl>[F:20][C:17]1[CH:18]=[CH:19][C:14]([C:11]2[CH:12]=[CH:13][C:8]3[N:7]=[C:24]([C:26]4[N:27]=[C:28]([N:31]5[CH:35]=[C:34]([CH3:36])[N:33]=[CH:32]5)[S:29][CH:30]=4)[CH2:23][C:22](=[O:37])[NH:21][C:9]=3[CH:10]=2)=[CH:15][CH:16]=1. The reactants are C(C)(C)(C)OC(NC1=C(C=C(C=C1)C1=CC=C(C=C1)F)NC(CC(=O)C=1N=C(SC1)N1C=NC(=C1)C)=O)=O ((4′-fluoro-3-{3-[2-(4-methyl-imidazol-1-yl)-thiazol-4-yl]-3-oxo-propionylamino}-biphenyl-4-yl)-carbamic acid tert.-butyl ester), C(=O)(C(F)(F)F)O (TFA). Reported procedure: Prepared from (4′-fluoro-3-{3-[2-(4-methyl-imidazol-1-yl)-thiazol-4-yl]-3-oxo-propionylamino}-biphenyl-4-yl)-carbamic acid tert.-butyl ester (Example K76) by treatment with TFA in CH2Cl2 according to the general procedure M. Obtained as a yellow solid (101 mg). Product: FC1=CC=C(C=C1)C=1C=CC2=C(NC(CC(=N2)C=2N=C(SC2)N2C=NC(=C2)C)=O)C1 (8-(4-Fluoro-phenyl)-4-[2-(4-methyl-imidazol-1-yl)-thiazol-4-yl]-1,3-dihydro-benzo[b][1,4]diazepin-2-one). Reactants: CNC(=O)COC1=C(OCC(CNC(C)(C)C)O)C=CC=C1 (3-(o-N-methylcarbamoylmethoxyphenoxy)-1-t-butylaminopropan-2-ol), C=O (formaldehyde). Run in C(C)O (ethanol). The product is CNC(=O)COC1=C(OCC2CN(CO2)C(C)(C)C)C=CC=C1 (5-(o-N-methylcarbamoylmethoxyphenoxymethyl)-3-t-butyloxazolidine). As a reaction SMILES: [CH3:1][NH:2][C:3]([CH2:5][O:6][C:7]1[CH:22]=[CH:21][CH:20]=[CH:19][C:8]=1[O:9][CH2:10][CH:11]([OH:18])[CH2:12][NH:13][C:14]([CH3:17])([CH3:16])[CH3:15])=[O:4].[CH2:23]=O>C(O)C>[CH3:1][NH:2][C:3]([CH2:5][O:6][C:7]1[CH:22]=[CH:21][CH:20]=[CH:19][C:8]=1[O:9][CH2:10][CH:11]1[O:18][CH2:23][N:13]([C:14]([CH3:17])([CH3:15])[CH3:16])[CH2:12]1)=[O:4]. Procedure: A mixture of 1.3 g. of 3-(o-N-methylcarbamoylmethoxyphenoxy)-1-t-butylaminopropan-2-ol, 20 ml. of absolute ethanol and 2 ml. of aqueous 36% w/v formaldehyde solution is heated under reflux for 24 hours. The solution is evaporated to dryness under reduced pressure and there is thus obtained as the residual oil 5-(o-N-methylcarbamoylmethoxyphenoxymethyl)-3-t-butyloxazolidine which is characterised by its proton magnetic resonance spectrum.